Dataset: the Open Reaction Database (ORD), a public repository of structured organic reaction records. Task: describe an organic reaction: reactants, conditions, products, and yield The reactants are N1([C@@H](C(=O)N)CCCC1)C(=O)OCC1=CC=CC=C1 (Z-D-Pip-NH2). Reagents/catalysts: [Pd] (palladium-on-carbon). Solvent: CO (methanol). Yields the product N1[C@@H](C(=O)N)CCCC1 (H-D-Pip-NH2). Isolated yield 88.4%. As a reaction SMILES: [N:1]1(C(OCC2C=CC=CC=2)=O)[CH2:9][CH2:8][CH2:7][CH2:6][C@@H:2]1[C:3]([NH2:5])=[O:4]>CO.[Pd]>[NH:1]1[CH2:9][CH2:8][CH2:7][CH2:6][C@@H:2]1[C:3]([NH2:5])=[O:4]. Reported procedure: 3.93 g (15 mmoles) of Z-D-Pip-NH2 are dissolved in 75 ml of methanol, 0.5 g of a 10% palladium-on-carbon catalyst are added, and hydrogen is bubbled through the mixture for one hour. The catalyst is filtered off, the filtrate is evaporated, and the residue is triturated with ether. 1.70 g (90%) of H-D-Pip-NH2 are obtained: m.p.: 161°-163° C., Rf4 =0.10, [α]D25 =+31.0° (c=1%, in methanol). Reactants: B(F)(F)F.CCOCC (boron trifluoride etherate), B(F)(F)F.CCOCC (boron trifluoride etherate), C([O-])(O)=O.[Na+] (sodium bicarbonate), C([O-])(O)=O.[Na+] (sodium bicarbonate), C(C)(=O)OC[C@H]1O[C@H]([C@@H]([C@H]([C@@H]1OC(C)=O)OC(C)=O)OC(C)=O)N1C=C(C2=C(C=CC=C12)C)C(O)C1=CC=C(C=C1)Br ([(2R,3R,4S,5R,6R)-3,4,5-triacetoxy-6-[3-[(4-bromophenyl)-hydroxy-methyl]-4-methyl-indol-1-yl]tetrahydropyran-2-yl]methyl acetate), C(C)[SiH](CC)CC (triethylsilane), ice. Run in O (water), C(C)#N (acetonitrile), ClCCl (dichloromethane), C(C)(=O)OCC (ethyl acetate). Reaction conditions: temperature 0 celsius, time 50 minute. Product: title compound, C(C)(=O)OC[C@H]1O[C@H]([C@@H]([C@H]([C@@H]1OC(C)=O)OC(C)=O)OC(C)=O)N1C=C(C2=C(C=CC=C12)C)C(C1=CC=C(C=C1)Br)=O ([(2R,3R,4S,5R,6R)-3,4,5-triacetoxy-6-[3-(4-bromobenzoyl)-4-methyl-indol-1-yl]tetrahydropyran-2-yl]methyl acetate). RXN SMILES: [C:1]([O:4][CH2:5][C@@H:6]1[C@@H:11]([O:12][C:13](=[O:15])[CH3:14])[C@H:10]([O:16][C:17](=[O:19])[CH3:18])[C@@H:9]([O:20][C:21](=[O:23])[CH3:22])[C@H:8]([N:24]2[C:32]3[C:27](=[C:28]([CH3:33])[CH:29]=[CH:30][CH:31]=3)[C:26]([CH:34]([C:36]3[CH:41]=[CH:40][C:39]([Br:42])=[CH:38][CH:37]=3)[OH:35])=[CH:25]2)[O:7]1)(=[O:3])[CH3:2].C([SiH](CC)CC)C.B(F)(F)F.CCOCC.C(=O)(O)[O-].[Na+]>C(OCC)(=O)C.O.ClCCl.C(#N)C>[C:1]([O:4][CH2:5][C@@H:6]1[C@@H:11]([O:12][C:13](=[O:15])[CH3:14])[C@H:10]([O:16][C:17](=[O:19])[CH3:18])[C@@H:9]([O:20][C:21](=[O:23])[CH3:22])[C@H:8]([N:24]2[C:32]3[C:27](=[C:28]([CH3:33])[CH:29]=[CH:30][CH:31]=3)[C:26]([C:34](=[O:35])[C:36]3[CH:41]=[CH:40][C:39]([Br:42])=[CH:38][CH:37]=3)=[CH:25]2)[O:7]1)(=[O:3])[CH3:2] |f:2.3,4.5|. Reported procedure: To a 20 L temperature controlled reactor charge [(2R,3R,4S,5R,6R)-3,4,5-triacetoxy-6-[3-[(4-bromophenyl)-hydroxy-methyl]-4-methyl-indol-1-yl]tetrahydropyran-2-yl]methyl acetate (1492.5 g; 65% purity; 1.506 moles), then acetonitrile (4.87 L), and then dichloromethane (4.87 L). Cool the mixture to 0° C. Add triethylsilane (3.77 moles; 437.83 g) over 5 minutes. Set the reactor jacket to −5° C. When the reaction mixture temperature is −2° C., start addition of boron trifluoride etherate (3.77 moles;...